Dataset: the Open Reaction Database (ORD), a public repository of structured organic reaction records. Task: describe an organic reaction: reactants, conditions, products, and yield The reactants are C[C@]12C(CC([C@H](CC1)O2)=O)=O ((1R*,5S*)-1-Methyl-8-oxabicyclo[3.2.1]octane-2,4-dione), C(Cl)(Cl)Cl (chloroform), Cl (hydrochloric acid), C(C)(=O)[O-].C(C)(=O)[O-].C(C)(=O)[O-].ClC1(CC=C(C=C1C)C1=CC=CC=C1)[Pb+3] (4-Chloro-3-methylbiphen-4-yllead triacetate). Reagents/catalysts: CN(C1=CC=NC=C1)C (4-dimethylaminopyridine). Solvent: C1(=CC=CC=C1)C (toluene). Reaction conditions: temperature 80 celsius. Product: CC=1C=C(C=C(C1C1C([C@]2(CC[C@@H](C1=O)O2)C)=O)C)C2=CC=CC=C2 ((1R*,5S*)-3-(3,5-dimethyl-biphenyl-4-yl)-1-methyl-8-oxabicyclo[3.2.1]octane-2,4-dione). Isolated yield 32.7%. As a reaction SMILES: [CH3:1][C@@:2]12[O:9][C@@H:6]([CH2:7][CH2:8]1)[C:5](=[O:10])[CH2:4][C:3]2=[O:11].C(Cl)(Cl)Cl.[C:16]([O-])(=O)C.C([O-])(=O)C.C([O-])(=O)C.Cl[C:29]1([Pb+3])[C:34]([CH3:35])=[CH:33][C:32]([C:36]2[CH:41]=[CH:40][CH:39]=[CH:38][CH:37]=2)=[CH:31][CH2:30]1.Cl>CN(C)C1C=CN=CC=1.C1(C)C=CC=CC=1>[CH3:16][C:30]1[CH:31]=[C:32]([C:36]2[CH:41]=[CH:40][CH:39]=[CH:38][CH:37]=2)[CH:33]=[C:34]([CH3:35])[C:29]=1[CH:4]1[C:5](=[O:10])[C@H:6]2[O:9][C@:2]([CH3:1])([CH2:8][CH2:7]2)[C:3]1=[O:11] |f:2.3.4.5|. Reported procedure: (1R*,5S*)-1-Methyl-8-oxabicyclo[3.2.1]octane-2,4-dione (0.20 g, 1.298 mmol) and 4-dimethylaminopyridine (0.792 g, 6.49 mmol) are added to a mixture of chloroform (4 ml) and toluene (1 ml). The reaction mixture is flushed with nitrogen for 15 minutes at ambient temperature. 4-Chloro-3-methylbiphen-4-yllead triacetate (0.836 g, 1.428 mmol) is added in one portion and the reaction mixture is stirred and heated to 80° C. under an atmosphere of nitrogen for 1 hour. The reaction mixture is cooled to r... Reactants: O=C([O-])[O-], CN(C)C=O, CCCCCCCCCl, [K+], [K+], O, On1nnc2ccccc21. Yields the product CCCCCCCCOn1nnc2ccccc21. Reaction SMILES: [C:25](=[O:26])([O-:27])[O-:28].[CH3:11][N:12]([CH3:13])[CH:14]=[O:15].[Cl:16][CH2:17][CH2:18][CH2:19][CH2:20][CH2:21][CH2:22][CH2:23][CH3:24].[K+:29].[K+:30].[OH2:31].[OH:1][n:2]1[n:3][n:4][c:5]2[c:6]1[cH:7][cH:8][cH:9][cH:10]2>>[O:1]([n:2]1[n:3][n:4][c:5]2[c:6]1[cH:7][cH:8][cH:9][cH:10]2)[CH2:17][CH2:18][CH2:19][CH2:20][CH2:21][CH2:22][CH2:23][CH3:24].